This data is from the Open Reaction Database (ORD), a public repository of structured organic reaction records. The task is: describe an organic reaction: reactants, conditions, products, and yield Reactants: FC1=C(C=C(C#N)C=C1)OC (4-Fluoro-3-methoxybenzonitrile), [NH4+].[Cl-] (NH4Cl), ClC=1C=CC(=C(C(=O)NC)C1)C (5-chloro-2,N-dimethylbenzamide), C(C)(C)[N-]C(C)C.[Li+] (lithium diisopropylamide). The solvent is C1CCOC1 (THF), C1CCOC1 (THF), C1CCOC1 (THF), C1CCOC1 (THF). Run at temperature -78 celsius, time 2.5 hour. The product is ClC1=CC=C2C=C(NC(C2=C1)=O)C1=CC(=C(C=C1)F)OC (7-chloro-3-(4-fluoro-3-methoxyphenyl)-2H-isoquinolin-1-one). The yield is 45.2%. RXN SMILES: [Cl:1][C:2]1[CH:3]=[CH:4][C:5]([CH3:12])=[C:6]([CH:11]=1)[C:7]([NH:9][CH3:10])=[O:8].C([N-]C(C)C)(C)C.[Li+].[F:21][C:22]1[CH:29]=[CH:28][C:25](C#N)=[CH:24][C:23]=1[O:30][CH3:31].[NH4+].[Cl-]>C1COCC1>[Cl:1][C:2]1[CH:11]=[C:6]2[C:5]([CH:12]=[C:10]([C:25]3[CH:28]=[CH:29][C:22]([F:21])=[C:23]([O:30][CH3:31])[CH:24]=3)[NH:9][C:7]2=[O:8])=[CH:4][CH:3]=1 |f:1.2,4.5|. Reported procedure: A solution of 5-chloro-2,N-dimethylbenzamide (5.0 g, 27.2 mmol) in THF (28 mL) was cooled to −78° C. and a solution of 2M lithium diisopropylamide in THF (40.8 mL, 82 mmol) diluted with THF (68 mL) added. 4-Fluoro-3-methoxybenzonitrile (4.12 g, 27.2 mmol) in THF (28 mL) was added and the mixture stirred at −78° C. for 2.5 h. Sat. NH4Cl (aq.) was added and the mixture extracted with EtOAc (2×50 mL). A precipitate formed in the aqueous which was collected by filtration to afford 7-chloro-3-(4-fluo... Starting materials: C(#N)C=1C=CC2=C(SC3=C(C=C2)C=CC=C3)C1 (3-cyanodibenzo[b,f]thiepin), CN(C)C=O (DMF), yellow product, [N-]=[N+]=[N-].[Na+] (sodium azide), [Cl-].[NH4+] (ammonium chloride). The solvent is C([O-])([O-])=O.[Na+].[Na+] (sodium carbonate). Product: N1N=NN=C1C=1C=CC2=C(SC3=C(C=C2)C=CC=C3)C1 (3-(5-Tetrazolyl)dibenzo[b,f]thiepin). Reaction SMILES: [C:1]([C:3]1[CH:4]=[CH:5][C:6]2[CH:12]=[CH:11][C:10]3[CH:13]=[CH:14][CH:15]=[CH:16][C:9]=3[S:8][C:7]=2[CH:17]=1)#[N:2].[N-:18]=[N+:19]=[N-:20].[Na+].[Cl-].[NH4+].CN(C=O)C>C(=O)([O-])[O-].[Na+].[Na+]>[NH:18]1[C:1]([C:3]2[CH:4]=[CH:5][C:6]3[CH:12]=[CH:11][C:10]4[CH:13]=[CH:14][CH:15]=[CH:16][C:9]=4[S:8][C:7]=3[CH:17]=2)=[N:2][N:20]=[N:19]1 |f:1.2,3.4,6.7.8|. Procedure details: A mixture consisting of 4 g. 3-cyanodibenzo[b,f]thiepin (17 millimoles); 1.8 g. sodium azide (28 millimoles); 1.63 g. ammonium chloride (30.5 millimoles) and 50 cc. DMF is refluxed for 17 hours. The mixture is cooled and diluted with aqueous sodium carbonate solution. The solution is extracted with ether, then acidified with aqueous HCl solution. The tetrazole precipitates and is filtered. Crystallization from methanol affords 3.93 g. (83%) yellow product, m.p., 213° C.-214° C. Reactants: Cc1nc2sccn2c1C(=O)NCC1NCC2CCCC21, O=C(O)c1ccccc1-c1ccc(F)cc1. Yields the product Cc1nc2sccn2c1C(=O)NCC1C2CCCC2CN1C(=O)c1ccccc1-c1ccc(F)cc1. As a reaction SMILES: [CH:1]12[CH:2]([CH2:9][NH:10][C:11](=[O:12])[c:13]3[c:14]([CH3:21])[n:15][c:16]4[s:17][cH:18][cH:19][n:20]34)[NH:3][CH2:4][CH:5]1[CH2:6][CH2:7][CH2:8]2.[F:22][c:23]1[cH:24][cH:25][c:26](-[c:29]2[c:30]([C:35](=[O:36])[OH:37])[cH:31][cH:32][cH:33][cH:34]2)[cH:27][cH:28]1>>[CH:1]12[CH:2]([CH2:9][NH:10][C:11](=[O:12])[c:13]3[c:14]([CH3:21])[n:15][c:16]4[s:17][cH:18][cH:19][n:20]34)[N:3]([C:35]([c:30]3[c:29](-[c:26]4[cH:25][cH:24][c:23]([F:22])[cH:28][cH:27]4)[cH:34][cH:33][cH:32][cH:31]3)=[O:36])[CH2:4][CH:5]1[CH2:6][CH2:7][CH2:8]2. The reactants are C#CCBr, O=c1[nH]c2cc(Cl)ccc2c(O)c1-c1ccccc1. Yields the product C#CCOc1c(-c2ccccc2)c(=O)[nH]c2cc(Cl)ccc12. Reaction SMILES: [CH2:1]([C:2]#[CH:3])[Br:4].[Cl:5][c:6]1[cH:7][cH:8][c:9]2[c:10]([OH:23])[c:11](-[c:17]3[cH:18][cH:19][cH:20][cH:21][cH:22]3)[c:12](=[O:16])[nH:13][c:14]2[cH:15]1>>[CH:1]#[C:2][CH2:3][O:23][c:10]1[c:9]2[cH:8][cH:7][c:6]([Cl:5])[cH:15][c:14]2[nH:13][c:12](=[O:16])[c:11]1-[c:17]1[cH:18][cH:19][cH:20][cH:21][cH:22]1. Starting materials: CCO, O=Cc1cccc(Cl)c1, NNc1cc(N2CCOCC2)n2nc(-c3ccccc3)cc2n1, O=C(O)C(F)(F)F. The product is Clc1cccc(C=NNc2cc(N3CCOCC3)n3nc(-c4ccccc4)cc3n2)c1. As a reaction SMILES: [CH3:40][CH2:41][OH:42].[Cl:31][c:32]1[cH:33][c:34]([CH:35]=[O:36])[cH:37][cH:38][cH:39]1.[O:8]1[CH2:9][CH2:10][N:11]([c:14]2[cH:15][c:16]([NH:29][NH2:30])[n:17][c:18]3[n:19]2[n:20][c:21](-[c:23]2[cH:24][cH:25][cH:26][cH:27][cH:28]2)[cH:22]3)[CH2:12][CH2:13]1.[OH:1][C:2]([C:3]([F:4])([F:5])[F:6])=[O:7]>>[O:8]1[CH2:9][CH2:10][N:11]([c:14]2[cH:15][c:16]([NH:29][N:30]=[CH:35][c:34]3[cH:33][c:32]([Cl:31])[cH:39][cH:38][cH:37]3)[n:17][c:18]3[n:19]2[n:20][c:21](-[c:23]2[cH:24][cH:25][cH:26][cH:27][cH:28]2)[cH:22]3)[CH2:12][CH2:13]1. Starting materials: FC(OC=1C=C(C=CC1)N1N=C(C(C=C1)=O)C(\C=C\N(C)C)=O)F (1-(3-Difluoromethoxy-phenyl)-3-((E)-3-dimethylamino-acryloyl)-1H-pyridazin-4-one), FC=1C=C2C(=CC=NC2=CC1)NN ((6-fluoro-quinolin-4-yl)-hydrazine). Product: FC(OC=1C=C(C=CC1)N1N=C(C(C=C1)=O)C=1N(N=CC1)C1=CC=NC2=CC=C(C=C12)F)F (1-(3-Difluoromethoxy-phenyl)-3-[2-(6-fluoro-quinolin-4-yl)-2H-pyrazol-3-yl]-1H-pyridazin-4-one). RXN SMILES: [F:1][CH:2]([F:24])[O:3][C:4]1[CH:5]=[C:6]([N:10]2[CH:15]=[CH:14][C:13](=[O:16])[C:12]([C:17](=O)/[CH:18]=[CH:19]/[N:20](C)C)=[N:11]2)[CH:7]=[CH:8][CH:9]=1.[F:25][C:26]1[CH:27]=[C:28]2[C:33](=[CH:34][CH:35]=1)[N:32]=[CH:31][CH:30]=[C:29]2[NH:36]N>>[F:1][CH:2]([F:24])[O:3][C:4]1[CH:5]=[C:6]([N:10]2[CH:15]=[CH:14][C:13](=[O:16])[C:12]([C:17]3[N:36]([C:29]4[C:28]5[C:33](=[CH:34][CH:35]=[C:26]([F:25])[CH:27]=5)[N:32]=[CH:31][CH:30]=4)[N:20]=[CH:19][CH:18]=3)=[N:11]2)[CH:7]=[CH:8][CH:9]=1. Procedure: The product was obtained starting from 1-(3-Difluoromethoxy-phenyl)-3-((E)-3-dimethylamino-acryloyl)-1H-pyridazin-4-one (A-10) and (6-fluoro-quinolin-4-yl)-hydrazine according to the method described for example 91. MS: M=450.1 (M+H)+ The reactants are CC(=O)O, CC(C)=O, ClCCl, CN(C(=O)NCc1cccc(F)c1Cl)C(CCC(=O)N1CCNCC1)COC(=O)Nc1cc2ccccc2cn1. Yields the product CC(C)N1CCN(C(=O)CCC(COC(=O)Nc2cc3ccccc3cn2)N(C)C(=O)NCc2cccc(F)c2Cl)CC1. RXN SMILES: [CH3:41][C:42](=[O:43])[OH:44].[CH3:45][C:46]([CH3:47])=[O:48].[Cl:49][CH2:50][Cl:51].[cH:1]1[n:2][c:3]([NH:11][C:12]([O:13][CH2:14][CH:15]([CH2:16][CH2:17][C:18]([N:19]2[CH2:20][CH2:21][NH:22][CH2:23][CH2:24]2)=[O:25])[N:26]([C:27](=[O:28])[NH:29][CH2:30][c:31]2[c:32]([Cl:38])[c:33]([F:37])[cH:34][cH:35][cH:36]2)[CH3:39])=[O:40])[cH:4][c:5]2[cH:6][cH:7][cH:8][cH:9][c:10]12>>[cH:1]1[n:2][c:3]([NH:11][C:12]([O:13][CH2:14][CH:15]([CH2:16][CH2:17][C:18]([N:19]2[CH2:20][CH2:21][N:22]([CH:46]([CH3:45])[CH3:47])[CH2:23][CH2:24]2)=[O:25])[N:26]([C:27](=[O:28])[NH:29][CH2:30][c:31]2[c:32]([Cl:38])[c:33]([F:37])[cH:34][cH:35][cH:36]2)[CH3:39])=[O:40])[cH:4][c:5]2[cH:6][cH:7][cH:8][cH:9][c:10]12. Reactants: NC=1C(=C(C=CC1)C(F)(F)F)N (diaminobenzotrifluoride), ClC1=C(C=C(C=C1[N+](=O)[O-])C(F)(F)F)[N+](=O)[O-] (4-chloro-3,5-dinitrobenzotrifluoride), C(=O)[O-].[Na+] (Sodium formate), ClC1=C(C=C(C=C1[N+](=O)[O-])C(F)(F)F)[N+](=O)[O-] (4-chloro-3,5-dinitrobenzotrifluoride), C(C)(=O)[O-].[Na+] (sodium acetate). The reagents and catalysts are [Pd] (Pd/C). The solvent is C(C)(=O)O (acetic acid). Conditions: temperature 40 celsius. Product: NC=1C=C(C=C(C1)N)C(F)(F)F (3,5-diaminobenzotrifluoride). The yield is 45.0%. RXN SMILES: C([O-])=O.[Na+].Cl[C:6]1[C:11]([N+:12]([O-])=O)=[CH:10][C:9]([C:15]([F:18])([F:17])[F:16])=[CH:8][C:7]=1[N+:19]([O-])=O.C([O-])(=O)C.[Na+].NC1C(N)=C(C(F)(F)F)C=CC=1>C(O)(=O)C.[Pd]>[NH2:19][C:7]1[CH:8]=[C:9]([C:15]([F:16])([F:17])[F:18])[CH:10]=[C:11]([NH2:12])[CH:6]=1 |f:0.1,3.4|. Reported procedure: Sodium formate (12.24 g) was added to a mixture of 4-chloro-3,5-dinitrobenzotrifluoride (5.41 g), sodium acetate (1.64 g) and 5% Pd/C (0.5 g) in glacial acetic acid (60 mL). The mixture was stirred and the resultant exotherm, which lasted about an hour, was controlled by cooling to maintain a reaction temperature of about 40° C. As the exotherm subsided, external heating was applied to maintain the temperature at about 40° C. Gas chromatographic analysis of the reaction mixture, at the end of on... The reactants are P(O)(O)(O)=O (phosphoric acid), C1(=CC=C(C=C1)P(C1=CC=C(C=C1)C)C1=CC=C(C=C1)C)C (tri-p-tolyl phosphine), C(C)Br (ethyl bromide), C(C)Br (ethyl bromide). Solvent: C=1(C(=CC=CC1)C)C (xylene). Run at temperature 30 celsius. Product: [Br-].C(C)[P+](C1=CC=C(C=C1)C)(C1=CC=C(C=C1)C)C1=CC=C(C=C1)C (Ethyltri-p-tolyl Phosphonium Bromide). As a reaction SMILES: [C:1]1([CH3:22])[CH:6]=[CH:5][C:4]([P:7]([C:15]2[CH:20]=[CH:19][C:18]([CH3:21])=[CH:17][CH:16]=2)[C:8]2[CH:13]=[CH:12][C:11]([CH3:14])=[CH:10][CH:9]=2)=[CH:3][CH:2]=1.[CH2:23]([Br:25])[CH3:24].P(=O)(O)(O)O>C1(C)C(C)=CC=CC=1>[Br-:25].[CH2:23]([P+:7]([C:4]1[CH:5]=[CH:6][C:1]([CH3:22])=[CH:2][CH:3]=1)([C:15]1[CH:16]=[CH:17][C:18]([CH3:21])=[CH:19][CH:20]=1)[C:8]1[CH:13]=[CH:12][C:11]([CH3:14])=[CH:10][CH:9]=1)[CH3:24] |f:4.5|. Procedure: Into a 50 milliliter glass reactor equipped with a thermometer connected to a temperature controller, a heating mantle, a condenser and a magnetic stirring bar, is charged 15 gms (0.0473 mole) of tri-p-tolyl phosphine and 40 gms of xylene. The slurry is heated to 30° C., then 7 gms (0.0642 mole) of ethyl bromide is added. This reaction mass is heated to 45° C. in 1.17 hours and maintained for 21.4 hours, then cooled to 65° C. and maintained for 2.47 hours, then heated to 90° C., then maintained ... The reactants are C(C1=CC=CC=C1)OC1=NC(=CC2=CC=C(C=C12)OC)Cl (1-(Benzyloxy)-3-chloro-7-methoxyisoquinoline), C([O-])([O-])=O.[K+].[K+] (potassium carbonate), N#N (N2). The reagents and catalysts are Cl[Pd]([P](C1=CC=CC=C1)(C2=CC=CC=C2)C3=CC=CC=C3)([P](C4=CC=CC=C4)(C5=CC=CC=C5)C6=CC=CC=C6)Cl (Pd(PPh3)2Cl2). Solvent: O1CCOCC1 (1,4-dioxane), O (water). Reaction conditions: temperature 120 celsius, time 30 minute. Product: C(C1=CC=CC=C1)OC1=NC(=CC2=CC=C(C=C12)OC)C=1C=NC=CC1 (1-(Benzyloxy)-7-methoxy-3-(pyridin-3-yl)isoquinoline), solid. The yield is 84.7%. As a reaction SMILES: N#N.[CH2:3]([O:10][C:11]1[C:20]2[C:15](=[CH:16][CH:17]=[C:18]([O:21][CH3:22])[CH:19]=2)[CH:14]=[C:13](Cl)[N:12]=1)[C:4]1[CH:9]=[CH:8][CH:7]=[CH:6][CH:5]=1.C(=O)([O-])[O-].[K+].[K+]>O1CCOCC1.O.Cl[Pd](Cl)([P](C1C=CC=CC=1)(C1C=CC=CC=1)C1C=CC=CC=1)[P](C1C=CC=CC=1)(C1C=CC=CC=1)C1C=CC=CC=1>[CH2:3]([O:10][C:11]1[C:20]2[C:15](=[CH:16][CH:17]=[C:18]([O:21][CH3:22])[CH:19]=2)[CH:14]=[C:13]([C:20]2[CH:11]=[N:12][CH:13]=[CH:14][CH:15]=2)[N:12]=1)[C:4]1[CH:9]=[CH:8][CH:7]=[CH:6][CH:5]=1 |f:2.3.4,^1:39,58|. Procedure details: 1-(Benzyloxy)-7-methoxy-3-(pyridin-3-yl)isoquinoline was prepared using Method N2. 1-(Benzyloxy)-3-chloro-7-methoxyisoquinoline (93 mg, 0.5 mmol, 1.0 eq.), potassium carbonate (357 mg, 2.5 mmol, 5.0 eq.), and Pd(PPh3)2Cl2 (18 mg, 0.026 mmol, 0.05 eq.) was dissolved in the mixed solvent of 1,4-dioxane (3 mL) and water (1 mL). The resulting mixture was stirred at 120° C. for 30 min under the microwave condition. The solid was filtrated off and the filtrate was concentrated. The residue was partiti...